This data is from the Open Reaction Database (ORD), a public repository of structured organic reaction records. The task is: describe an organic reaction: reactants, conditions, products, and yield The reactants are ClC1=C(COC2=C(C=C(C=C2)[N+](=O)[O-])Cl)C=CC=C1 (1-(2-chlorobenzyloxy)-2-chloro-4-nitrobenzene), reduced iron, C1CCOC1 (THF), CO (methanol). Run in C(C)(=O)O (acetic acid). Product: ClC1=C(COC2=C(C=C(C=C2)N)Cl)C=CC=C1 (4-(2-CHLOROBENZYLOXY)-3-CHLOROBENZENAMINE). As a reaction SMILES: [Cl:1][C:2]1[CH:19]=[CH:18][CH:17]=[CH:16][C:3]=1[CH2:4][O:5][C:6]1[CH:11]=[CH:10][C:9]([N+:12]([O-])=O)=[CH:8][C:7]=1[Cl:15].C1COCC1.CO>C(O)(=O)C>[Cl:1][C:2]1[CH:19]=[CH:18][CH:17]=[CH:16][C:3]=1[CH2:4][O:5][C:6]1[CH:11]=[CH:10][C:9]([NH2:12])=[CH:8][C:7]=1[Cl:15]. Procedure details: To a three-neck flask (500 ml) was added 1-(2-chlorobenzyloxy)-2-chloro-4-nitrobenzene (8.567 g). To the flask were added THF (100 ml) and methanol (50 ml). The solution was mechanically stirred and heated under reflux. Glacial acetic acid (17 ml) and reduced iron powders (16.8 g) were added into the solution. The mixture reacted for 1 hr. After the reaction finished, the resultant substance was filtered in vacuo and the filtrate was rotary-evaporated to dryness. To the resultant crude product w... The reactants are C[C@@H]1N(CCC1=O)C(=O)OCC1=CC=CC=C1 (benzyl (2S)-2-methyl-3-oxopyrrolidine-1-carboxylate), [Cl-].[Ce+3].[Cl-].[Cl-] (cerium chloride), C1(CC1)[Mg]Br.C1CCOC1 (cyclopropylmagnesium bromide THF). The product is C1(CC1)[C@]1([C@@H](N(CC1)C(=O)OCC1=CC=CC=C1)C)O (benzyl (2S,3R)-3-cyclopropyl-3-hydroxy-2-methylpyrrolidine-1-carboxylate), oil. Yield: 46.0%. As a reaction SMILES: [Cl-].[Ce+3].[Cl-].[Cl-].[CH:5]1([Mg]Br)[CH2:7][CH2:6]1.C1COCC1.[CH3:15][C@H:16]1[C:20](=[O:21])[CH2:19][CH2:18][N:17]1[C:22]([O:24][CH2:25][C:26]1[CH:31]=[CH:30][CH:29]=[CH:28][CH:27]=1)=[O:23]>>[CH:5]1([C@:20]2([OH:21])[CH2:19][CH2:18][N:17]([C:22]([O:24][CH2:25][C:26]3[CH:27]=[CH:28][CH:29]=[CH:30][CH:31]=3)=[O:23])[C@H:16]2[CH3:15])[CH2:7][CH2:6]1 |f:0.1.2.3,4.5|. Procedure details: By an operation in the same manner as in Reference Example 3 and using cerium chloride (11.1 g), 0.5 mol/L cyclopropylmagnesium bromide—THF solution (72.0 mL) and benzyl (2S)-2-methyl-3-oxopyrrolidine-1-carboxylate (3.0 g), the title compound was obtained as colorless oil (yield: 1.64 g, yield: 46%). The reactants are CN(CC(=O)O)C(=O)OC(C)(C)C, CI, c1ccccc1. As a reaction SMILES: [C:1]([CH3:2])([CH3:3])([CH3:4])[O:5][C:6](=[O:7])[N:8]([CH3:9])[CH2:10][C:11](=[O:12])[OH:13].[CH3:14][I:15].[cH:16]1[cH:17][cH:18][cH:19][cH:20][cH:21]1>>[C:1]([CH3:2])([CH3:3])([CH3:4])[O:5][C:6](=[O:7])[N:8]([CH3:9])[CH2:10][C:11]([O:12][CH3:14])=[O:13]. Yields the product COC(=O)CN(C)C(=O)OC(C)(C)C. Starting materials: FC=1C=C(C#N)C=C(C1C=O)F (3,5-difluoro-4-formylbenzonitrile), Cl.NO (hydroxylamine hydrochloride), C(C)(=O)[O-].[K+] (potassium acetate). Solvent: CO (methanol). Reaction conditions: temperature 60 celsius. Product: FC=1C=C(C#N)C=C(C1C=NO)F (3,5-difluoro-4-((hydroxyimino)methyl)benzonitrile). Yield: 23.3%. Reaction SMILES: [F:1][C:2]1[CH:3]=[C:4]([CH:7]=[C:8]([F:12])[C:9]=1[CH:10]=O)[C:5]#[N:6].Cl.[NH2:14][OH:15].C([O-])(=O)C.[K+]>CO>[F:1][C:2]1[CH:3]=[C:4]([CH:7]=[C:8]([F:12])[C:9]=1[CH:10]=[N:14][OH:15])[C:5]#[N:6] |f:1.2,3.4|. Procedure details: A mixture of 3,5-difluoro-4-formylbenzonitrile (500 mg, 3.0 mmol), hydroxylamine hydrochloride (207 mg, 3.0 mmol) and potassium acetate (586 mg, 6.0 mmol) in methanol (10 mL) was heated to 60° C. for 1 h then concentrated in vacuo and purified by column chromatography (eluent: DCM) to afford 3,5-difluoro-4-((hydroxyimino)methyl)benzonitrile (130 mg, 0.7 mmol) as a white solid. Reactants: B, CSCCCON=Cc1cc(C(=O)NOCCO)c(Nc2ccc(I)cc2F)c(F)c1F, O=C(O)C(Cl)Cl, c1ccncc1. Yields the product CSCCCONCc1cc(C(=O)NOCCO)c(Nc2ccc(I)cc2F)c(F)c1F. RXN SMILES: [BH3:39].[F:1][c:2]1[c:3]([NH:24][c:25]2[c:26]([F:32])[cH:27][c:28]([I:31])[cH:29][cH:30]2)[c:4]([C:5](=[O:6])[NH:7][O:8][CH2:9][CH2:10][OH:11])[cH:12][c:13]([CH:16]=[N:17][O:18][CH2:19][CH2:20][CH2:21][S:22][CH3:23])[c:14]1[F:15].[OH:40][C:41]([CH:42]([Cl:43])[Cl:44])=[O:45].[n:33]1[cH:34][cH:35][cH:36][cH:37][cH:38]1>>[F:1][c:2]1[c:3]([NH:24][c:25]2[c:26]([F:32])[cH:27][c:28]([I:31])[cH:29][cH:30]2)[c:4]([C:5](=[O:6])[NH:7][O:8][CH2:9][CH2:10][OH:11])[cH:12][c:13]([CH2:16][NH:17][O:18][CH2:19][CH2:20][CH2:21][S:22][CH3:23])[c:14]1[F:15]. Starting materials: C1(CCCCC1)C#CC=1C=NC2=CC(=C(C=C2C1)OC)OC (3-cyclohexylethynyl-6,7-dimethoxyquinoline), C(C)(=O)O (acetic acid). Reagents/catalysts: [Pd] (Pd/C). The solvent is CO (CH3OH). Yields the product C1(CCCCC1)C=1C(=NC2=CC(=C(C=C2C1)OC)OC)CC (3-cyclohexyl-ethyl-6,7- dimethoxyquinoline). As a reaction SMILES: [CH:1]1([C:7]#[C:8][C:9]2[CH:10]=[N:11][C:12]3[C:17]([CH:18]=2)=[CH:16][C:15]([O:19][CH3:20])=[C:14]([O:21][CH3:22])[CH:13]=3)[CH2:6][CH2:5][CH2:4]CC1.[C:23](O)(=O)[CH3:24]>CO.[Pd]>[CH:8]1([C:9]2[C:10]([CH2:23][CH3:24])=[N:11][C:12]3[C:17]([CH:18]=2)=[CH:16][C:15]([O:19][CH3:20])=[C:14]([O:21][CH3:22])[CH:13]=3)[CH2:4][CH2:5][CH2:6][CH2:1][CH2:7]1. Procedure: To 3-cyclohexylethynyl-6,7-dimethoxyquinoline (215 mg; 0.73 mmol) in 10 mL CH3OH and 20 mL glacial acetic acid is added 22 mg 10% Pd/C. H2 is bubbled through the reaction mixture and then filtered, evaporated to dryness and diluted with distilled water. This is then neutralized with Na2CO3, extracted with EtOAc, washed with brine, dried (MgSO4), evaporated to dryness and chromatographed with 8:2/hexane: EtOAc to obtain 3-cyclohexyl-ethyl-6,7- dimethoxyquinoline. The reactants are CC1=CCOC2(C1)CCCCC2 (4-methyl-1-oxaspiro[5.5]undec-3-ene), [H][H] (hydrogen). The reagents and catalysts are [Ni] (Raney nickel). The solvent is C(C)(C)O (isopropyl alcohol). Yields the product CC1CCOC2(C1)CCCCC2 (4-methyl-1-oxaspiro [5.5] undecane). Isolated yield 93.0%. Reaction SMILES: [CH3:1][C:2]1[CH2:7][C:6]2([CH2:12][CH2:11][CH2:10][CH2:9][CH2:8]2)[O:5][CH2:4][CH:3]=1.[H][H]>[Ni].C(O)(C)C>[CH3:1][CH:2]1[CH2:7][C:6]2([CH2:12][CH2:11][CH2:10][CH2:9][CH2:8]2)[O:5][CH2:4][CH2:3]1. Reported procedure: A solution of 4-methyl-1-oxaspiro[5.5]undec-3-ene (1.66 kg, 10.0 mols), isopropyl alcohol (100 ml) and Raney nickel (100 g) or other suitable sponge-metal catalyst was hydrogenated at 400 psi, at 140° C. for 10-12 h until the theoretical amount of hydrogen was taken up. The mixture was cooled and filtrated. The isopropyl alcohol was evaporated and the residue obtained was distilled under reduced pressure to provide 4-methyl-1-oxaspiro [5.5] undecane (1.56 kg, yield: 93%, purity: 99% sum of the i...